This data is from the Open Reaction Database (ORD), a public repository of structured organic reaction records. The task is: describe an organic reaction: reactants, conditions, products, and yield The reactants are CC(C)(C)OC(=O)c1cccc([N+](=O)[O-])c1, CCO. Yields the product CC(C)(C)OC(=O)c1cccc(N)c1. As a reaction SMILES: [C:1]([CH3:2])([CH3:3])([CH3:4])[O:5][C:6]([c:7]1[cH:8][c:9]([N+:13]([O-:14])=[O:15])[cH:10][cH:11][cH:12]1)=[O:16].[CH3:17][CH2:18][OH:19]>>[C:1]([CH3:2])([CH3:3])([CH3:4])[O:5][C:6]([c:7]1[cH:8][c:9]([NH2:13])[cH:10][cH:11][cH:12]1)=[O:16]. The reactants are C(C)OC(=O)C=1C(N(C(N(C1)C)=O)C)C1=CC=C(C=C1)F (4-(4-Fluoro-phenyl)-1,3-dimethyl-2-oxo-1,2,3,4-tetrahydro-pyrimidine-5-carboxylic acid ethyl ester), Cl (HCl). Run in CO (methanol), [OH-].[Na+] (NaOH). Product: FC1=CC=C(C=C1)C1NC(N(C=C1C(=O)O)C)=O (4-(4-Fluoro-phenyl)-1-methyl-2-oxo-1,2,3,4-tetrahydro-pyrimidine-5-carboxylic acid). As a reaction SMILES: C([O:3][C:4]([C:6]1[CH:7]([C:15]2[CH:20]=[CH:19][C:18]([F:21])=[CH:17][CH:16]=2)[N:8](C)[C:9](=[O:13])[N:10]([CH3:12])[CH:11]=1)=[O:5])C.Cl>CO.[OH-].[Na+]>[F:21][C:18]1[CH:19]=[CH:20][C:15]([CH:7]2[C:6]([C:4]([OH:5])=[O:3])=[CH:11][N:10]([CH3:12])[C:9](=[O:13])[NH:8]2)=[CH:16][CH:17]=1 |f:3.4|. Reported procedure: 4-(4-Fluoro-phenyl)-1,3-dimethyl-2-oxo-1,2,3,4-tetrahydro-pyrimidine-5-carboxylic acid ethyl ester (700 mg) was dissolved in a mixture of 20 mL methanol and 6 mL 10% aqueous NaOH and heated at 45° for 3 hours. The reaction mixture was cooled to room temperature and acidified with conc. HCl. The resulting precipitate and collected by filtration and air-dried to give 4-(4-Fluoro-phenyl)-1-methyl-2-oxo-1,2,3,4-tetrahydro-pyrimidine-5-carboxylic acid. Starting materials: ClC1=CC=C(C=C1)C=C1CSCC(C1=O)=CC1=CC=C(C=C1)Cl (tetrahydro-3,5-bis-(4-chlorophenylmethylene)-4H-thiopyran-4-one), C(CC)NN (N-propylhydrazine). The solvent is ClC(C)Cl (dichloroethane). Product: ClC1=CC=C(C=C1)C1C2=C(N(N1)CCC)C(CSC2)=CC2=CC=C(C=C2)Cl (3-(4-Chlorophenyl)-7-[(4-chlorophenyl)methylene]-2,4,6,7-tetrahydro-1-propylthiopyrano[4,3-c]-pyrazole). Yield: 8.7%. As a reaction SMILES: [Cl:1][C:2]1[CH:7]=[CH:6][C:5]([CH:8]=[C:9]2[C:14](=O)[C:13](=[CH:16][C:17]3[CH:22]=[CH:21][C:20]([Cl:23])=[CH:19][CH:18]=3)[CH2:12][S:11][CH2:10]2)=[CH:4][CH:3]=1.[CH2:24]([NH:27][NH2:28])[CH2:25][CH3:26]>ClC(Cl)C>[Cl:1][C:2]1[CH:7]=[CH:6][C:5]([CH:8]2[NH:28][N:27]([CH2:24][CH2:25][CH3:26])[C:14]3[C:13](=[CH:16][C:17]4[CH:22]=[CH:21][C:20]([Cl:23])=[CH:19][CH:18]=4)[CH2:12][S:11][CH2:10][C:9]2=3)=[CH:4][CH:3]=1. Reported procedure: A mixture of tetrahydro-3,5-bis-(4-chlorophenylmethylene)-4H-thiopyran-4-one (6 g, 16.6 mmole) and N-propylhydrazine (1.3 g, 16.6 mmole) in dichloroethane (100 ml) is heated at reflux temperature for 2.5 hours and cooled to room temperature overnight. The reaction mixture is washed with dilute HCl and water, then dried over CaCl2. After the solvent is removed in vacuo, the residue (yellow solid) is chromatographed on a dry-packed Al2O3 column (neutral, activity I). The fractions eluted with 0-5%... Starting materials: C(C)OC(=O)C1=CN=C2N(C1=O)C(CCC2N(C2=CC=CC=C2)C)C (6-methyl-9-(N-methylanilino)-4-oxo-6,7,8,9-tetrahydro-4H-pyrido[1,2-a]pyrimidine-3-carboxylic acid ethyl ester). Run in C(Cl)(Cl)Cl (chloroform). Product: C(C)OC(=O)C1=CN=C2N(C1=O)C(CC=C2N(C2=CC=CC=C2)C)C (6-methyl-9-(N-methyl-anilino)-4-oxo-6,7-dihydro-4H-pyrido[I,2-a]pyrimidine-3-carboxylic acid ethyl ester). Yield: 58.4%. Reaction SMILES: [CH2:1]([O:3][C:4]([C:6]1[C:11](=[O:12])[N:10]2[CH:13]([CH3:25])[CH2:14][CH2:15][CH:16]([N:17]([CH3:24])[C:18]3[CH:23]=[CH:22][CH:21]=[CH:20][CH:19]=3)[C:9]2=[N:8][CH:7]=1)=[O:5])[CH3:2]>C(Cl)(Cl)Cl>[CH2:1]([O:3][C:4]([C:6]1[C:11](=[O:12])[N:10]2[CH:13]([CH3:25])[CH2:14][CH:15]=[C:16]([N:17]([CH3:24])[C:18]3[CH:19]=[CH:20][CH:21]=[CH:22][CH:23]=3)[C:9]2=[N:8][CH:7]=1)=[O:5])[CH3:2]. Procedure details: 5.0 g. (14.64 mmoles) of 6-methyl-9-(N-methylanilino)-4-oxo-6,7,8,9-tetrahydro-4H-pyrido[1,2-a]pyrimidine-3-carboxylic acid ethyl ester are dissolved in 100 ml. of chloroform. The solution is heated for 9 hours under reflux and air is bubbled into the reaction mixture. The solvent is distilled off in vacuo. The residue is crystallized from ethanol. 2.9 g. (58.4%) of 6-methyl-9-(N-methyl-anilino)-4-oxo-6,7-dihydro-4H-pyrido[I,2-a]pyrimidine-3-carboxylic acid ethyl ester is obtained which does not... Starting materials: OCCN1N=C(C=CC1=O)C=1C(=NN2C1C=CC=C2)C2=CC=CC=C2 (3-[2-(2-hydroxyethyl)-3-oxo-2,3-dihydropyridazin-6-yl]-2-phenylpyrazolo[1,5-a]pyridine), S(=O)(Cl)Cl (thionyl chloride). Solvent: C(Cl)Cl (methylene chloride). Yields the product Cl.Cl.C1(=CC=CC=C1)C1=NN2C(C=CC=C2)=C1 (2-phenylpyrazolo[1,5-a]pyridine dihydrochloride). Reaction SMILES: OCCN1C(=O)C=CC([C:11]2[C:12]([C:20]3[CH:25]=[CH:24][CH:23]=[CH:22][CH:21]=3)=[N:13][N:14]3[CH:19]=[CH:18][CH:17]=[CH:16][C:15]=23)=N1.S(Cl)([Cl:28])=O>C(Cl)Cl>[ClH:28].[ClH:28].[C:20]1([C:12]2[CH:11]=[C:15]3[CH:16]=[CH:17][CH:18]=[CH:19][N:14]3[N:13]=2)[CH:21]=[CH:22][CH:23]=[CH:24][CH:25]=1 |f:3.4.5|. Procedure details: A solution of 3-[2-(2-hydroxyethyl)-3-oxo-2,3-dihydropyridazin-6-yl]-2-phenylpyrazolo[1,5-a]pyridine (0.5 g) and thionyl chloride (0.13 ml) in methylene chloride (4 ml) was stirred at room temperature for 1 hour and evaporated in vacuo. To the residue was added dropwise a solution of 1-(2-hydroxyethyl)piperazine (0.78 g) in amyl alcohol (5 ml), and the suspension was refluxed for 1.5 hours. The reaction mixture was evaporated in vacuo, and the residue was purified by column chromatography on sil... Run in O1CCCC1 (tetrahydrofuran), C(C)N(CC)CC (triethylamine). The reactants are OC1=C(C=C(C=C1)N)CCC(=O)OC(C)(C)C (t-Butyl 3-(1-hydroxy-4-aminobenzen-2-yl)propionate), Cl (hydrochloric acid), FC(C(=O)O)(F)F (trifluoroacetic acid). As a reaction SMILES: [OH:1][C:2]1[CH:7]=[CH:6][C:5]([NH2:8])=[CH:4][C:3]=1[CH2:9][CH2:10][C:11]([O:13][C:14]([CH3:17])([CH3:16])[CH3:15])=[O:12].[F:18][C:19]([F:24])([F:23])[C:20](O)=[O:21].Cl>O1CCCC1.C(N(CC)CC)C>[OH:1][C:2]1[CH:7]=[CH:6][C:5]([NH:8][C:20](=[O:21])[C:19]([F:24])([F:23])[F:18])=[CH:4][C:3]=1[CH2:9][CH2:10][C:11]([O:13][C:14]([CH3:17])([CH3:16])[CH3:15])=[O:12]. Run at time 2 hour. Reported procedure: t-Butyl 3-(1-hydroxy-4-aminobenzen-2-yl)propionate was dissolved in a mixture of tetrahydrofuran (100 ml) and triethylamine (7.1 ml). Anhydrous trifluoroacetic acid (6.0 ml) was added to the solution at 0° C. in an atmosphere of argon gas. The solution was stirred for 2 hr. at 0° C. The reaction solution was poured into a mixture of ice and 1N hydrochloric acid (100 ml). The reaction mixture was extracted with ethyl acetate (300 ml). The extract was washed with water, saturated aqueous solution ... Product: OC1=C(C=C(C=C1)NC(C(F)(F)F)=O)CCC(=O)OC(C)(C)C (t-Butyl 3-(1-hydroxy-4-trifluoroacetoamidobenzen-2-yl)propionate). Starting materials: C(CCCCCCCCC=C)I.C(C)[NH+](CC)CC (Triethyl ammonium undecylenyl iodide), C=CCCCCCCCCCCCCCCCCCC (eicosene), CO (methanol), [Cl-].C(C)[Al+]CC (Diethyl aluminum chloride), solution, TiCl3, CO (methanol). Solvent: C1(=CC=CC=C1)C (toluene), C1(=CC=CC=C1)C (toluene). Run at time 1.5 hour. Yields the product [I-].C(CCCCCCCCC=C)[N+](CC)(CC)CC.C=CCCCCCCCCCCCCCCCCCC (Undecylenyl Triethyl Ammonium Iodide Eicosene). Isolated yield 146.4%. As a reaction SMILES: [CH2:1]([I:12])[CH2:2][CH2:3][CH2:4][CH2:5][CH2:6][CH2:7][CH2:8][CH2:9][CH:10]=[CH2:11].[CH2:13]([NH+:15]([CH2:18][CH3:19])[CH2:16][CH3:17])[CH3:14].[CH2:20]=[CH:21][CH2:22][CH2:23][CH2:24][CH2:25][CH2:26][CH2:27][CH2:28][CH2:29][CH2:30][CH2:31][CH2:32][CH2:33][CH2:34][CH2:35][CH2:36][CH2:37][CH2:38][CH3:39].[Cl-].C([Al+]CC)C.CO>C1(C)C=CC=CC=1>[I-:12].[CH2:1]([N+:15]([CH2:18][CH3:19])([CH2:16][CH3:17])[CH2:13][CH3:14])[CH2:2][CH2:3][CH2:4][CH2:5][CH2:6][CH2:7][CH2:8][CH2:9][CH:10]=[CH2:11].[CH2:20]=[CH:21][CH2:22][CH2:23][CH2:24][CH2:25][CH2:26][CH2:27][CH2:28][CH2:29][CH2:30][CH2:31][CH2:32][CH2:33][CH2:34][CH2:35][CH2:36][CH2:37][CH2:38][CH3:39] |f:0.1,3.4,7.8.9|. Reported procedure: Triethyl ammonium undecylenyl iodide (7.5 grams), eicosene (22.5 grams) and toluene (60 grams) were added to a glass screw cap jar under an argon atmosphere. Diethyl aluminum chloride (25 milliliters of a 1.8 molar solution in toluene) and 1.25 teaspoons of TiCl3 --AA (available from Alfa, about 5 grams) were added. After 1.5 hours, the reaction was treated with methanol until the mixture turned green. The mixture was added to methanol in a Waring blender to precipitate the polymer which was was...